Dataset: the Open Reaction Database (ORD), a public repository of structured organic reaction records. Task: describe an organic reaction: reactants, conditions, products, and yield The reactants are C(C)(C)(C)OC(=O)N1CCC(CC1)(C#N)CC1=CC=C(C=C1)Cl (4-(4-chlorobenzyl)-4-cyanopiperidine-1-carboxylic acid tert-butyl ester), Cl (HCl). The solvent is CO (methanol), O1CCOCC1 (dioxane). Yields the product ClC1=CC=C(CC2(CCNCC2)CN)C=C1 (C-[4-(4-Chlorobenzyl)piperidin-4-yl]methyl amine), hydrochloride salt. Reported procedure: To a solution of 4-(4-chlorobenzyl)-4-cyanopiperidine-1-carboxylic acid tert-butyl ester (0.500 g, 1.493 mmol) in methanol (3 ml) was added 4M HCl in dioxane (10 ml). After stirring for 19 hours, the solution was concentrated to give the deprotected amine as the hydrochloride salt (0.405 g). Reaction SMILES: C(OC([N:8]1[CH2:13][CH2:12][C:11]([CH2:16][C:17]2[CH:22]=[CH:21][C:20]([Cl:23])=[CH:19][CH:18]=2)([C:14]#[N:15])[CH2:10][CH2:9]1)=O)(C)(C)C.Cl>CO.O1CCOCC1>[Cl:23][C:20]1[CH:21]=[CH:22][C:17]([CH2:16][C:11]2([CH2:14][NH2:15])[CH2:12][CH2:13][NH:8][CH2:9][CH2:10]2)=[CH:18][CH:19]=1. Reaction conditions: time 19 hour.